From a dataset of the Open Reaction Database (ORD), a public repository of structured organic reaction records. describe an organic reaction: reactants, conditions, products, and yield Reactants: C(C1=CC=CC=C1)(=O)C1=C(C(=O)O)C=CC(=C1)Br (2-benzoyl-4-bromobenzoic acid), C([O-])([O-])=O.[K+].[K+] (potassium carbonate), BrC(C(=O)OCC)C(=O)OCC (diethyl bromomalonate), CC(=O)C (acetone). Solvent: CN(C=O)C (N,N-dimethylformamide). Conditions: time 15 hour. The product is BrC=1C=C2C(=C(OCC2=CC1)C(=O)O)C1=CC=CC=C1 (6-bromo-4-phenyl-1H-isochromene-3-carboxylic acid). The yield is 62.6%. Reaction SMILES: [C:1]([C:9]1[CH:17]=[C:16]([Br:18])[CH:15]=[CH:14][C:10]=1[C:11]([OH:13])=O)(=O)[C:2]1[CH:7]=[CH:6][CH:5]=[CH:4][CH:3]=1.C(=O)([O-])[O-].[K+].[K+].Br[CH:26](C(OCC)=O)[C:27]([O:29]CC)=[O:28].CC(C)=O>CN(C)C=O>[Br:18][C:16]1[CH:17]=[C:9]2[C:10](=[CH:14][CH:15]=1)[CH2:11][O:13][C:26]([C:27]([OH:29])=[O:28])=[C:1]2[C:2]1[CH:3]=[CH:4][CH:5]=[CH:6][CH:7]=1 |f:1.2.3|. Procedure: A mixture of 2-benzoyl-4-bromobenzoic acid (25 g, 82 mmol), potassium carbonate (12 g, 87 mmol), diethyl bromomalonate (22 g, 92 mmol), acetone (450 mL) and N,N-dimethylformamide (8 mL) was stirred at room temperature for 15 h. The solvent was evaporated under reduced pressure. The residue was poured into water and extracted with ethyl acetate. The residue was crystallized from hexane and the crystals were collected by filtration. The obtained crystals were added to a mixture of acetic acid (235... Reactants: CC(C)n1ncnc1-c1nc2c(s1)CCOc1cc(C3CNC3)ccc1-2, CN(C)C=O, CC(C)(O)C(=O)O. Product: CC(C)n1ncnc1-c1nc2c(s1)CCOc1cc(C3CN(C(=O)C(C)(C)O)C3)ccc1-2. RXN SMILES: [NH:1]1[CH2:2][CH:3]([c:5]2[cH:6][c:7]3[c:8]([cH:25][cH:26]2)-[c:9]2[n:10][c:11](-[c:17]4[n:18]([CH:22]([CH3:23])[CH3:24])[n:19][cH:20][n:21]4)[s:12][c:13]2[CH2:14][CH2:15][O:16]3)[CH2:4]1.[O:34]=[CH:35][N:36]([CH3:37])[CH3:38].[OH:27][C:28]([C:29](=[O:30])[OH:31])([CH3:32])[CH3:33]>>[N:1]1([C:29]([C:28]([OH:27])([CH3:32])[CH3:33])=[O:30])[CH2:2][CH:3]([c:5]2[cH:6][c:7]3[c:8]([cH:25][cH:26]2)-[c:9]2[n:10][c:11](-[c:17]4[n:18]([CH:22]([CH3:23])[CH3:24])[n:19][cH:20][n:21]4)[s:12][c:13]2[CH2:14][CH2:15][O:16]3)[CH2:4]1. Reactants: O=C(O)c1cc(Br)co1, O=C([O-])[O-], C1COCCO1, COc1c(B2OC(C)(C)C(C)(C)O2)cccc1[N+](=O)[O-], Cl, [K+], [K+], O, c1ccc(P(c2ccccc2)(c2ccccc2)[Pd](P(c2ccccc2)(c2ccccc2)c2ccccc2)(P(c2ccccc2)(c2ccccc2)c2ccccc2)P(c2ccccc2)(c2ccccc2)c2ccccc2)cc1. The product is COc1c(-c2coc(C(=O)O)c2)cccc1[N+](=O)[O-]. Reaction SMILES: [Br:21][c:22]1[cH:23][c:24]([C:27](=[O:28])[OH:29])[o:25][cH:26]1.[C:30](=[O:31])([O-:32])[O-:33].[CH2:37]1[O:38][CH2:39][CH2:40][O:41][CH2:42]1.[CH3:1][O:2][c:3]1[c:4]([B:12]2[O:13][C:14]([CH3:15])([CH3:16])[C:17]([CH3:18])([CH3:19])[O:20]2)[cH:5][cH:6][cH:7][c:8]1[N+:9](=[O:10])[O-:11].[ClH:36].[K+:34].[K+:35].[OH2:43].[cH:44]1[cH:45][cH:46][c:47]([P:48]([Pd:49]([P:50]([c:51]2[cH:52][cH:53][cH:54][cH:55][cH:56]2)([c:57]2[cH:58][cH:59][cH:60][cH:61][cH:62]2)[c:63]2[cH:64][cH:65][cH:66][cH:67][cH:68]2)([P:69]([c:70]2[cH:71][cH:72][cH:73][cH:74][cH:75]2)([c:76]2[cH:77][cH:78][cH:79][cH:80][cH:81]2)[c:82]2[cH:83][cH:84][cH:85][cH:86][cH:87]2)[P:88]([c:89]2[cH:90][cH:91][cH:92][cH:93][cH:94]2)([c:95]2[cH:96][cH:97][cH:98][cH:99][cH:100]2)[c:101]2[cH:102][cH:103][cH:104][cH:105][cH:106]2)([c:107]2[cH:108][cH:109][cH:110][cH:111][cH:112]2)[c:113]2[cH:114][cH:115][cH:116][cH:117][cH:118]2)[cH:119][cH:120]1>>[CH3:1][O:2][c:3]1[c:4](-[c:22]2[cH:23][c:24]([C:27](=[O:28])[OH:29])[o:25][cH:26]2)[cH:5][cH:6][cH:7][c:8]1[N+:9](=[O:10])[O-:11]. Starting materials: BrB(Br)Br, CCOC(=O)c1[nH]c(C)c(Br)c1C, ClCCl. Product: Cc1[nH]c(C(=O)O)c(C)c1Br. Reaction SMILES: [B:14]([Br:15])([Br:16])[Br:17].[CH2:1]([CH3:2])[O:3][C:4](=[O:5])[c:6]1[nH:7][c:8]([CH3:13])[c:9]([Br:12])[c:10]1[CH3:11].[Cl:18][CH2:19][Cl:20]>>[O:3]=[C:4]([OH:5])[c:6]1[nH:7][c:8]([CH3:13])[c:9]([Br:12])[c:10]1[CH3:11]. The reactants are COC=1C=C(C=CC1)C(C)=O (1-[3-(methyloxy)phenyl]ethanone), C(#N)CC(=O)OCC (ethyl cyanoacetate), C(Cl)Cl (DCM), C[Si](N[Si](C)(C)C)(C)C (Hexamethyldisilazane). The solvent is C(C)(=O)O (acetic acid), O (water), C(C)(=O)O (acetic acid). The product is C(#N)C(C(=O)OCC)=C(C)C1=CC(=CC=C1)OC (Ethyl 2-cyano-3-[3-(methyloxy)phenyl]-2-butenoate). Yield: 86.3%. Reaction SMILES: C[Si](C)(C)N[Si](C)(C)C.[CH3:10][O:11][C:12]1[CH:13]=[C:14]([C:18](=O)[CH3:19])[CH:15]=[CH:16][CH:17]=1.[C:21]([CH2:23][C:24]([O:26][CH2:27][CH3:28])=[O:25])#[N:22].C(Cl)Cl>C(O)(=O)C.O>[C:21]([C:23](=[C:18]([C:14]1[CH:15]=[CH:16][CH:17]=[C:12]([O:11][CH3:10])[CH:13]=1)[CH3:19])[C:24]([O:26][CH2:27][CH3:28])=[O:25])#[N:22]. Reported procedure: Hexamethyldisilazane (17.45 mL, 83 mmol) was added dropwise to acetic acid (38.1 mL, 666 mmol) (caution exothermic, maintain below 70° C.) stirred under an atmosphere of nitrogen. The resulting mixture was added to a solution of 1-[3-(methyloxy)phenyl]ethanone (9.14 mL, 66.6 mmol) and ethyl cyanoacetate (11.75 mL, 110 mmol) in acetic acid (16 mL), which was then stirred at 70° C. for 18 h. The mixture was then allowed to cool to RT and DCM (350 mL) and water (125 mL) were added. The organic laye... RXN SMILES: [BH3:12].[CH2:1]([N:2]([CH2:3][CH3:4])[c:5]1[cH:6][cH:7][cH:8][cH:9][cH:10]1)[CH3:11].[N+:13](=[O:14])([O-:15])[c:16]1[cH:17][c:18]([C:22]([CH3:23])=[O:24])[cH:19][cH:20][cH:21]1.[O:25]1[CH2:26][CH2:27][CH2:28][CH2:29]1>>[N+:13](=[O:14])([O-:15])[c:16]1[cH:17][c:18]([CH:22]([CH3:23])[OH:24])[cH:19][cH:20][cH:21]1. The reactants are B, CCN(CC)c1ccccc1, CC(=O)c1cccc([N+](=O)[O-])c1, C1CCOC1. The product is CC(O)c1cccc([N+](=O)[O-])c1. The reactants are CC(C)([O-])C.[K+] (potassium t-butoxide), O (water), CO (methanol), O (water), C(C1=CC=CC=C1)(=O)OC[C@H]([C@H](COC(C1=CC=CC=C1)=O)CCCOS(=O)(=O)C1=CC=C(C)C=C1)OCOC ((2S,3S)-2-(methoxymethyl)oxy-3-(3-tosyloxypropyl)-1,4-butanediol dibenzoate), CC(C)([O-])C.[K+] (potassium t-butoxide), O (water). Solvent: O1CCCC1 (tetrahydrofuran), C(C)(=O)OCC (ethyl acetate). Conditions: time 30 minute. Yields the product O1C[C@H](CCC1)[C@@H](CO)OCOC ((2S)-2-[(3S)-tetrahydropyran-3-yl]-2-(methoxymethyl)oxyethanol). Isolated yield 62.7%. RXN SMILES: CO.C([O:11][CH2:12][C@@H:13]([O:39][CH2:40][O:41][CH3:42])[C@@H:14]([CH2:25][CH2:26][CH2:27][O:28]S(C1C=CC(C)=CC=1)(=O)=O)[CH2:15]OC(=O)C1C=CC=CC=1)(=O)C1C=CC=CC=1.CC(C)([O-])C.[K+].O>O1CCCC1.C(OCC)(=O)C>[O:28]1[CH2:27][CH2:26][CH2:25][C@H:14]([C@H:13]([O:39][CH2:40][O:41][CH3:42])[CH2:12][OH:11])[CH2:15]1 |f:2.3|. Procedure: In 600 ml of tetrahydrofuran, containing 3.3 ml methanol were dissolved 47.3 g (82.3 mmol) of (2S,3S)-2-(methoxymethyl)oxy-3-(3-tosyloxypropyl)-1,4-butanediol dibenzoate and the solution was chilled in an ice-bath. To the solution were added, portionwise, 20.65 g (184 mmol) of potassium t-butoxide and the reaction mixture was stirred at room temperature for 2.5 hours. Then, an additional 2.46 g (22 mmol) of potassium t-butoxide and 150 μl of water were added and the reaction was stirred for an a... Reactants: C1(CCCCC1)N=C=NC1CCCCC1 (dicyclohexylcarbodiimide), CC1([C@@H]([C@H]1C=C=C)C(=O)O)C ((1R,trans) 2,2-dimethyl-3-(1,2-propadienyl)-cyclopropane-carboxylic acid), FC1=C(C(=C(C(=C1CO)F)F)F)F (pentafluorobenzyl alcohol). Reagents/catalysts: CN(C1=CC=NC=C1)C (4-dimethylaminopyridine). Run in C(Cl)Cl (methylene chloride), C(Cl)Cl (methylene chloride). Conditions: temperature 20 celsius, time 16 hour. Yields the product CC1([C@@H]([C@H]1C=C=C)C(=O)OCC1=C(C(=C(C(=C1F)F)F)F)F)C (pentafluorobenzyl (1R,trans) 2,2-dimethyl-3-(1,2-propadienyl)-cyclopropane-carboxylate). Yield: 73.0%. Reaction SMILES: C1(N=C=NC2CCCCC2)CCCCC1.[CH3:16][C:17]1([CH3:26])[C@H:19]([CH:20]=[C:21]=[CH2:22])[C@H:18]1[C:23]([OH:25])=[O:24].[F:27][C:28]1[C:33]([CH2:34]O)=[C:32]([F:36])[C:31]([F:37])=[C:30]([F:38])[C:29]=1[F:39]>C(Cl)Cl.CN(C)C1C=CN=CC=1>[CH3:16][C:17]1([CH3:26])[C@H:19]([CH:20]=[C:21]=[CH2:22])[C@H:18]1[C:23]([O:25][CH2:34][C:33]1[C:32]([F:36])=[C:31]([F:37])[C:30]([F:38])=[C:29]([F:39])[C:28]=1[F:27])=[O:24]. Procedure: A solution of 4.12 g of dicyclohexylcarbodiimide in 40 ml of methylene chloride was added at 0° C. to a mixture of 3 g of (1R,trans) 2,2-dimethyl-3-(1,2-propadienyl)-cyclopropane-carboxylic acid, 30 ml of methylene chloride, 3.96 g of pentafluorobenzyl alcohol and 100 mg of 4-dimethylaminopyridine and the mixture was stirred at 20° C. for 16 hours and was filtered. The filtrate was evaporated to dryness under reduced pressure and the residue was chromatographed over silica gel. Elution with a 9-... The reactants are [H-].[Al+3].[Li+].[H-].[H-].[H-] (lithium aluminium hydride), C(C)(C)(C)OC(=O)N1CCC(CC1)(O[Si](C)(C)C)C#N (4-Cyano-4-trimethylsilanyloxy-piperidine-1-carboxylic acid tert-butyl ester), [OH-].[Na+] (sodium hydroxide). Solvent: O1CCCC1 (tetrahydro-furan), O1CCCC1 (tetrahydro-furan). Conditions: time 15 hour. Yields the product C(C)(C)(C)OC(=O)N1CCC(CC1)(O)CN (4-Aminomethyl-4-hydroxy-piperidine-1-carboxylic acid tert-butyl ester). Reaction SMILES: [C:1]([O:5][C:6]([N:8]1[CH2:13][CH2:12][C:11]([C:19]#[N:20])([O:14][Si](C)(C)C)[CH2:10][CH2:9]1)=[O:7])([CH3:4])([CH3:3])[CH3:2].[H-].[Al+3].[Li+].[H-].[H-].[H-].[OH-].[Na+]>O1CCCC1>[C:1]([O:5][C:6]([N:8]1[CH2:9][CH2:10][C:11]([CH2:19][NH2:20])([OH:14])[CH2:12][CH2:13]1)=[O:7])([CH3:4])([CH3:3])[CH3:2] |f:1.2.3.4.5.6,7.8|. Procedure details: 4-Cyano-4-trimethylsilanyloxy-piperidine-1-carboxylic acid tert-butyl ester (7.5 g) was dissolved in 100 ml of tetrahydro-furan under an argon atmosphere. A solution of lithium aluminium hydride in tetrahydro-furan (30 ml, 1 molar) was dropwise added at 0° C. After stirring for 15 hours at room temperature, a sodium hydroxide solution (20%) was slowly added under cooling. The solid was filtered after dilution with ethyl acetate and the organic layer evaporated. The crude material contains a mixt...